Dataset: the Open Reaction Database (ORD), a public repository of structured organic reaction records. Task: describe an organic reaction: reactants, conditions, products, and yield Yields the product C(C)(=O)N(C)C1(CC1)C=1C=CC(=C(C=O)C1)OC (5-(1-(N-Acetyl-N-methylamino)cyclopropyl)-2-methoxybenzaldehyde). The reactants are C(C)(=O)N(C)C1(CC1)C1=CC=C(C=C1)OC (4-(1-(N-acetyl-N-methylamino)cyclopropyl)anisole), C(#N)C1(CC1)C=1C=CC(=C(C=O)C1)OC (5-(1-Cyanocyclopropyl)-2-methoxybenzaldehyde). Procedure details: This compound was prepared from Compound 9 in the same manner of Compound 2. As a reaction SMILES: [C:1]([N:4]([C:6]1([C:9]2[CH:14]=[CH:13][C:12]([O:15][CH3:16])=[CH:11][CH:10]=2)[CH2:8][CH2:7]1)[CH3:5])(=[O:3])[CH3:2].C(C1(C2C=CC(OC)=C(C=2)[CH:27]=[O:28])CC1)#N>>[C:1]([N:4]([C:6]1([C:9]2[CH:10]=[CH:11][C:12]([O:15][CH3:16])=[C:13]([CH:14]=2)[CH:27]=[O:28])[CH2:7][CH2:8]1)[CH3:5])(=[O:3])[CH3:2]. Reactants: COC(C=1C(C(=O)OC)=CC(=CC1)NCC1=CC(=CC=C1)Cl)=O (4-(3-chloro-benzylamino)-phthalic acid dimethyl ester), [OH-].[Na+] (sodium hydroxide). The solvent is C(C)O (ethanol). Product: ClC=1C=C(CNC=2C=C(C(C(=O)O)=CC2)C(=O)O)C=CC1 (4-(3-chloro-benzylamino)-phthalic acid). Isolated yield 99.1%. RXN SMILES: C[O:2][C:3](=[O:23])[C:4]1[C:5](=[CH:10][C:11]([NH:14][CH2:15][C:16]2[CH:21]=[CH:20][CH:19]=[C:18]([Cl:22])[CH:17]=2)=[CH:12][CH:13]=1)[C:6]([O:8]C)=[O:7].[OH-].[Na+]>C(O)C>[Cl:22][C:18]1[CH:17]=[C:16]([CH:21]=[CH:20][CH:19]=1)[CH2:15][NH:14][C:11]1[CH:10]=[C:5]([C:6]([OH:8])=[O:7])[C:4](=[CH:13][CH:12]=1)[C:3]([OH:23])=[O:2] |f:1.2|. Reported procedure: A mixture of 4-(3-chloro-benzylamino)-phthalic acid dimethyl ester (1.10 g, 3.30 mmol) and 3N sodium hydroxide (50 mL) in ethanol (100 mL) was refluxed for one hour. The reaction mixture was cooled to room temperature, and the solvent was removed under vacuum. The residue was dissolved in water (100 mL), washed with CH2Cl2 (2×100 mL), and acidified (HCl). The resulting mixture was extracted with ethyl acetate (2×100 mL), and the organic phase was washed with water (2×100 mL), dried (MgSO4), and ... Starting materials: CN(C)C=O, CCOC(C)=O, [H-], [Na+], CC(Cl)C(C)(C)C(=O)Nc1ccccc1N1CCC(NC(=O)C2(NC(=O)c3cc4ccccc4o3)CCCCC2)C(O)C1. The product is CC1(C)CN(c2ccccc2N2CCC(NC(=O)C3(NC(=O)c4cc5ccccc5o4)CCCCC3)C(O)C2)C1=O. Reaction SMILES: [CH3:46][N:47]([CH3:48])[CH:49]=[O:50].[CH3:51][CH2:52][O:53][C:54](=[O:55])[CH3:56].[H-:44].[Na+:45].[o:1]1[c:2]([C:10](=[O:11])[NH:12][C:13]2([C:19](=[O:20])[NH:21][CH:22]3[CH:23]([OH:43])[CH2:24][N:25]([c:28]4[c:29]([NH:34][C:35]([C:36]([CH:37]([Cl:38])[CH3:39])([CH3:40])[CH3:41])=[O:42])[cH:30][cH:31][cH:32][cH:33]4)[CH2:26][CH2:27]3)[CH2:14][CH2:15][CH2:16][CH2:17][CH2:18]2)[cH:3][c:4]2[c:5]1[cH:6][cH:7][cH:8][cH:9]2>>[o:1]1[c:2]([C:10](=[O:11])[NH:12][C:13]2([C:19](=[O:20])[NH:21][CH:22]3[CH:23]([OH:43])[CH2:24][N:25]([c:28]4[c:29]([N:34]5[C:35](=[O:42])[C:36]([CH3:40])([CH3:41])[CH2:37]5)[cH:30][cH:31][cH:32][cH:33]4)[CH2:26][CH2:27]3)[CH2:14][CH2:15][CH2:16][CH2:17][CH2:18]2)[cH:3][c:4]2[c:5]1[cH:6][cH:7][cH:8][cH:9]2. Reactants: BrC=1C(=CC2=C(C(=NCC(N2)=O)C2=C(C=CC=C2)Cl)C1)O (7-bromo-5-(2-chlorophenyl)-1,3-dihydro-8-hydroxy-2H-1,4-benzodiazepin-2-one), O1CCCC1 (tetrahydrofuran), C1(=CC=CC=C1)P(C1=CC=CC=C1)C1=CC=CC=C1 (triphenyl phosphine), N(=NC(=O)OC(C)C)C(=O)OC(C)C (diisopropyl azodicarboxylate), C1(=CC=CC=C1)P(C1=CC=CC=C1)C1=CC=CC=C1 (triphenyl phosphine), N(=NC(=O)OC(C)C)C(=O)OC(C)C (diisopropyl azodicarboxylate). The solvent is COCCO (2-methoxy ethanol), COCCO (2-methoxy ethanol). Conditions: time 8 hour. Product: BrC=1C(=CC2=C(C(=NCC(N2)=O)C2=C(C=CC=C2)Cl)C1)OCCOC (7-bromo-5-(2-chlorophenyl)-1,3-dihydro-8-methoxyethoxy-2H-1,4-benzodiazepin-2-one). Reaction SMILES: [Br:1][C:2]1[C:3]([OH:21])=[CH:4][C:5]2[NH:11][C:10](=[O:12])[CH2:9][N:8]=[C:7]([C:13]3[CH:18]=[CH:17][CH:16]=[CH:15][C:14]=3[Cl:19])[C:6]=2[CH:20]=1.[O:22]1[CH2:26]C[CH2:24][CH2:23]1.C1(P(C2C=CC=CC=2)C2C=CC=CC=2)C=CC=CC=1.N(C(OC(C)C)=O)=NC(OC(C)C)=O>COCCO>[Br:1][C:2]1[C:3]([O:21][CH2:24][CH2:23][O:22][CH3:26])=[CH:4][C:5]2[NH:11][C:10](=[O:12])[CH2:9][N:8]=[C:7]([C:13]3[CH:18]=[CH:17][CH:16]=[CH:15][C:14]=3[Cl:19])[C:6]=2[CH:20]=1. Procedure details: To a stirred mixture of 0.300 g (0.00082 mole) 7-bromo-5-(2-chlorophenyl)-1,3-dihydro-8-hydroxy-2H-1,4-benzodiazepin-2-one (Ipp) prepared in Example 28, 60 mL of tetrahydrofuran, 0.070 mL of 2-methoxy ethanol, and 0.2586 g of triphenyl phosphine was added 0.194 mL (0.00099 mole) of diisopropyl azodicarboxylate. The mixture was stirred overnight; then, an additional 0.2586 g of triphenyl phosphine, 0.070 mL of 2-methoxy ethanol and 0.194 mL of diisopropyl azodicarboxylate was added. The mixture s... Reactants: COc1nc(C)c(C)nc1NC(=S)Oc1ccccc1, Cc1sccc1N1CCNCC1. Product: COc1nc(C)c(C)nc1NC(=S)N1CCN(c2ccsc2C)CC1. RXN SMILES: [CH3:1][c:2]1[n:3][c:4]([NH:11][C:12]([O:13][c:14]2[cH:15][cH:16][cH:17][cH:18][cH:19]2)=[S:20])[c:5]([O:9][CH3:10])[n:6][c:7]1[CH3:8].[CH3:21][c:22]1[s:23][cH:24][cH:25][c:26]1[N:27]1[CH2:28][CH2:29][NH:30][CH2:31][CH2:32]1>>[CH3:1][c:2]1[n:3][c:4]([NH:11][C:12](=[S:20])[N:30]2[CH2:29][CH2:28][N:27]([c:26]3[c:22]([CH3:21])[s:23][cH:24][cH:25]3)[CH2:32][CH2:31]2)[c:5]([O:9][CH3:10])[n:6][c:7]1[CH3:8]. Starting materials: CI (methyl iodide), C(C1=CC=CC=C1)N1CC(CC1)O (N-benzyl-3-hydroxypyrrolidine), [H-].[Na+] (NaH). The solvent is C1CCOC1 (THF), C1CCOC1 (THF). Run at temperature 0 celsius. The product is C(C1=CC=CC=C1)N1CC(CC1)OC (N-benzyl-3-methoxypyrrolidine). As a reaction SMILES: [CH2:1]([N:8]1[CH2:12][CH2:11][CH:10]([OH:13])[CH2:9]1)[C:2]1[CH:7]=[CH:6][CH:5]=[CH:4][CH:3]=1.[H-].[Na+].[CH3:16]I>C1COCC1>[CH2:1]([N:8]1[CH2:12][CH2:11][CH:10]([O:13][CH3:16])[CH2:9]1)[C:2]1[CH:3]=[CH:4][CH:5]=[CH:6][CH:7]=1 |f:1.2|. Reported procedure: A solution of 2.0 g (11 3 mmoles) of N-benzyl-3-hydroxypyrrolidine in 10 ml of dry THF was added dropwise at room temperature to a stirred slurry of 0.53 g (12.4 mmoles) of 56% NaH in 10 ml of dry THF, under nitrogen atmosphere. After 2 h the solution was cooled to 0° C. and 1.8 g (12.4 mmoles) of methyl iodide were added. The reactants are [H-].[Na+] (NaH), C(C)OC(CBr)=O (ethylbromoacetate), COC1=CC(=C(C(=C1)C)S(=O)(=O)N1C(C=2N(CC1)C=CC2)CO)C ((2-(4-methoxy-2,6-dimethylphenyl-sulfonyl)-1,2,3,4-tetrahydropyrrolo[1,2-a]pyrazin-1-yl)methanol), BrCC(=O)OC(C)(C)C (t-Butyl bromoacetate), [OH-].[K+] (KOH), COC1=CC(=C(C(=C1)C)S(=O)(=O)N1C(C=2N(CC1)C=CC2)CO)C ((2-(4-methoxy-2,6-dimethylphenylsulfonyl)-1,2,3,4-tetrahydropyrrolo[1,2-a]pyrazin-1-yl)methanol). Conditions: time 8 hour. Run in C1CCOC1 (THF), C1CCOC1 (THF), C1CCOC1 (THF), C1(=CC=CC=C1)C (toluene). RXN SMILES: Br[CH2:2][C:3]([O:5]C(C)(C)C)=[O:4].[OH-].[K+].[CH3:12][O:13][C:14]1[CH:19]=[C:18]([CH3:20])[C:17]([S:21]([N:24]2[CH2:29][CH2:28][N:27]3[CH:30]=[CH:31][CH:32]=[C:26]3[CH:25]2[CH2:33][OH:34])(=[O:23])=[O:22])=[C:16]([CH3:35])[CH:15]=1.[H-].[Na+].C(OC(=O)CBr)C>C1(C)C=CC=CC=1.C1COCC1>[CH3:12][O:13][C:14]1[CH:15]=[C:16]([CH3:35])[C:17]([S:21]([N:24]2[CH2:29][CH2:28][N:27]3[CH:30]=[CH:31][CH:32]=[C:26]3[CH:25]2[CH2:33][O:34][CH2:2][C:3]([OH:5])=[O:4])(=[O:22])=[O:23])=[C:18]([CH3:20])[CH:19]=1 |f:1.2,4.5|. Procedure: Method A: TEA (2 eq.) was added dropwise to a solution of 2-(1H-pyrrol-1-yl)ethanamine (16 g, 145 mmol) in DCM (400 ml) and ethyloxalyl chloride (1.11 eq.) was added at 0° C. The mixture was stirred for 5 h at RT, concentrated to small volume under vacuum and used in the following stage with no further purification. Method B: To a solution of amine (9.0 g, 68.18 mmol, 1.0 eq.) in DCM (250 ml) was added HOAt (9.2 g, 68.18 mmol, 1.0 eq.), EDCl (19.5 g, 102.27 mmol, 1.5 eq.) and DIPEA (29 ml, 170 m... Product: COC1=CC(=C(C(=C1)C)S(=O)(=O)N1C(C=2N(CC1)C=CC2)COCC(=O)O)C (2-((2-(4-Methoxy-2,6-dimethylphenylsulfonyl)-1,2,3,4-tetrahydropyrrolo[1,2-a]pyrazin-1-yl)methoxy)acetic acid).